This data is from the Open Reaction Database (ORD), a public repository of structured organic reaction records. The task is: describe an organic reaction: reactants, conditions, products, and yield Starting materials: O (water), BrCCBr (1,2-Dibromoethane), OC1=C(C=C(C=O)C=C1)OC (4-hydroxy-3-methoxybenzaldehyde), C([O-])([O-])=O.[K+].[K+] (potassium carbonate). The solvent is CN(C)C=O (DMF). Reaction conditions: time 16 hour. The product is BrCCOC1=C(C=C(C=O)C=C1)OC (4-(2-bromoethoxy)-3-methoxybenzaldehyde). Yield: 95.3%. As a reaction SMILES: [Br:1][CH2:2][CH2:3]Br.[OH:5][C:6]1[CH:13]=[CH:12][C:9]([CH:10]=[O:11])=[CH:8][C:7]=1[O:14][CH3:15].C(=O)([O-])[O-].[K+].[K+].O>CN(C=O)C>[Br:1][CH2:2][CH2:3][O:5][C:6]1[CH:13]=[CH:12][C:9]([CH:10]=[O:11])=[CH:8][C:7]=1[O:14][CH3:15] |f:2.3.4|. Procedure details: 1,2-Dibromoethane (57 mL, 0.66 moles) was added to a mixture of 4-hydroxy-3-methoxybenzaldehyde (10 g, 66 mmoles) and potassium carbonate (45 g, 0.33 moles) in DMF (130 ml) and the resulting mixture was stirred vigorously at room temperature for 16 hours. The mixture was poured into water (1.2 L) and extracted with ethyl acetate (500+4×300 mL). The combined organic phases were washed with saturated sodium chloride (500 mL), dried over MgSO4 and evaporated in vacuo to afford 16.3 g (95%) of 4-(2-... Reaction SMILES: ClC1C=[C:4]([CH:8]([OH:22])CN[C@H](C)CC2SC=C(C(O)=O)N=2)[CH:5]=[CH:6][CH:7]=1.[CH3:23][C:24]([CH3:36])([O:26][C:27]([NH:29][C@H:30]([CH3:35])[CH2:31][C:32](=[S:34])[NH2:33])=[O:28])[CH3:25].[OH-:37].[NH4+].Cl[CH:40](Cl)[CH3:41]>>[CH3:25][C:24]([CH3:36])([O:26][C:27]([NH:29][C@H:30]([CH3:35])[CH2:31][C:32]1[S:34][C:6]([CH2:5][CH2:4][C:8]([O:22][CH2:40][CH3:41])=[O:37])=[CH:7][N:33]=1)=[O:28])[CH3:23] |f:2.3|. Starting materials: [OH-].[NH4+] (ammonium hydroxide), ClC=1C=C(C=CC1)C(CN[C@@H](CC=1SC=C(N1)C(=O)O)C)O (2-[(R)-2-[[2-(3-Chlorophenyl)-2-hydroxyethyl]amino]propyl]-4-thiazolecarboxylic acid), CC(C)(OC(=O)N[C@@H](CC(N)=S)C)C ((R)-3-[[(1,1-dimethylethoxy)carbonyl]amino]butanethioamide), ClC(C)Cl (dichloroethane), ice water. Yields the product CC(C)(OC(=O)N[C@@H](CC=1SC(=CN1)CCC(=O)OCC)C)C ((R)-2-[2-[[(1,1-Dimethylethoxy)carbonyl]amino]propyl]-5-thiazolepropanoicacid, ethyl ester). Procedure: A solution of crude title B compound (3.03 g, ~45% pure, ~6.1 mmol) and the title E compound of Example 1, (R)-3-[[(1,1-dimethylethoxy)carbonyl]amino]butanethioamide (700 mg, 3.2 mmol), in dichloroethane (~40 mL) was refluxed under argon overnight. The dark brown reaction solution was poured into ice water (20 mL) which had been basified to pH 11-12 by addition of concentrated aq. ammonium hydroxide. The mixture was then extracted five times with methylene chloride (~40 mL), and the combined org... The reactants are ClC1=CC=C(C=C1)C1(N=C(N(C1(C)C1=CC=C(C=C1)Cl)C(=O)Cl)C1=C(C=C(C=C1)C(C)C)OCC)C (rac-(4S*,5R*)-4,5-bis-(4-chloro-phenyl)-2-(2-ethoxy-4-isopropyl-phenyl)-4,5-dimethyl-4,5-dihydro-imidazole-1-carbonyl chloride), Cl.Cl.CS(=O)(=O)CCCN1CCNCC1 (1-(3-methanesulfonyl-propyl)-piperazine dihydrochloride). The product is ClC1=CC=C(C=C1)[C@@]1(N=C(N([C@]1(C)C1=CC=C(C=C1)Cl)C(=O)N1CCN(CC1)CCCS(=O)(=O)C)C1=C(C=C(C=C1)C(C)C)OCC)C ([(4S,5R)-4,5-Bis-(4-chloro-phenyl)-2-(2-ethoxy-4-isopropyl-phenyl)-4,5-dimethyl-4,5-dihydro-imidazol-1-yl]-[4-(3-methanesulfonyl-propyl)-piperazin-1-yl]-methanone). As a reaction SMILES: [Cl:1][C:2]1[CH:7]=[CH:6][C:5]([C:8]2([CH3:36])[C:12]([C:14]3[CH:19]=[CH:18][C:17]([Cl:20])=[CH:16][CH:15]=3)([CH3:13])[N:11]([C:21](Cl)=[O:22])[C:10]([C:24]3[CH:29]=[CH:28][C:27]([CH:30]([CH3:32])[CH3:31])=[CH:26][C:25]=3[O:33][CH2:34][CH3:35])=[N:9]2)=[CH:4][CH:3]=1.Cl.Cl.[CH3:39][S:40]([CH2:43][CH2:44][CH2:45][N:46]1[CH2:51][CH2:50][NH:49][CH2:48][CH2:47]1)(=[O:42])=[O:41]>>[Cl:1][C:2]1[CH:7]=[CH:6][C:5]([C@@:8]2([CH3:36])[C@:12]([C:14]3[CH:15]=[CH:16][C:17]([Cl:20])=[CH:18][CH:19]=3)([CH3:13])[N:11]([C:21]([N:49]3[CH2:48][CH2:47][N:46]([CH2:45][CH2:44][CH2:43][S:40]([CH3:39])(=[O:41])=[O:42])[CH2:51][CH2:50]3)=[O:22])[C:10]([C:24]3[CH:29]=[CH:28][C:27]([CH:30]([CH3:31])[CH3:32])=[CH:26][C:25]=3[O:33][CH2:34][CH3:35])=[N:9]2)=[CH:4][CH:3]=1 |f:1.2.3|. Procedure: In a manner analogous to the method described in example 5, rac-(4S*,5R*)-4,5-bis-(4-chloro-phenyl)-2-(2-ethoxy-4-isopropyl-phenyl)-4,5-dimethyl-4,5-dihydro-imidazole-1-carbonyl chloride was reacted with 1-(3-methanesulfonyl-propyl)-piperazine dihydrochloride (prepared as described in Fotouhi, N. et al. WO 2005110996) to give the title compound as a racemic mixture. The enantiomers were separated by supercritical fluid chromatography (Berger Instrument Multi-Gram II, Daicel ChiralPak OJ-H 3×25 c... Reactants: O=C(O)c1cc(SCC(=O)c2ccccc2)cc(C(F)(F)F)c1, CC(=O)O, O, OO. Product: O=C(O)c1cc(S(=O)CC(=O)c2ccccc2)cc(C(F)(F)F)c1. Reaction SMILES: [CH2:1]([C:2](=[O:3])[c:4]1[cH:5][cH:6][cH:7][cH:8][cH:9]1)[S:10][c:11]1[cH:12][c:13]([C:14](=[O:15])[OH:16])[cH:17][c:18]([C:20]([F:21])([F:22])[F:23])[cH:19]1.[CH3:26][C:27]([OH:28])=[O:29].[OH2:30].[OH:24][OH:25]>>[CH2:1]([C:2](=[O:3])[c:4]1[cH:5][cH:6][cH:7][cH:8][cH:9]1)[S:10]([c:11]1[cH:12][c:13]([C:14](=[O:15])[OH:16])[cH:17][c:18]([C:20]([F:21])([F:22])[F:23])[cH:19]1)=[O:28].